Dataset: the Open Reaction Database (ORD), a public repository of structured organic reaction records. Task: describe an organic reaction: reactants, conditions, products, and yield The reactants are NC1=CC=CC=C1 (aniline), C(C)O (ethyl alcohol), P(OC1=CC=CC=C1)(OC1=CC=CC=C1)OC1=CC=CC=C1 (triphenyl phosphite). Solvent: O (water). Product: C(C)NC1=CC=CC=C1 (N-ethylaniline). The yield is 83.0%. Reaction SMILES: [NH2:1][C:2]1[CH:7]=[CH:6][CH:5]=[CH:4][CH:3]=1.[CH2:8](O)[CH3:9].P(OC1C=CC=CC=1)(OC1C=CC=CC=1)OC1C=CC=CC=1>O>[CH2:8]([NH:1][C:2]1[CH:7]=[CH:6][CH:5]=[CH:4][CH:3]=1)[CH3:9]. Reported procedure: 200 parts of aniline, 50 parts of ethyl alcohol and 10 parts of triphenyl phosphite are heated for 10 hours at 250° C in a stirred autoclave. The autoclave is then let down and the water of reaction formed, excess aniline and unconverted alcohol are distilled off under reduced pressure. 110 parts of N-ethylaniline, corresponding to a yield of 83% of theory, distil at a boiling point of 205° C/760 mm Hg. Reactants: NC=1C(=NC=CN1)C#N (3-amino-2-pyrazinecarbonitrile), ClC1=C(OCC(=N)N)C=CC=C1Cl (2-(2,3-dichlorophenoxy)acetamidine). Run in C(C)O (ethanol), C(C)O (ethanol). Yields the product NC1=NC(=NC2=NC=CN=C12)COC1=C(C(=CC=C1)Cl)Cl (4-Amino-2-[(2,3-dichlorophenoxy)methyl]pteridine). As a reaction SMILES: [NH2:1][C:2]1[C:3]([C:8]#[N:9])=[N:4][CH:5]=[CH:6][N:7]=1.[Cl:10][C:11]1[C:21]([Cl:22])=[CH:20][CH:19]=[CH:18][C:12]=1[O:13][CH2:14][C:15](N)=[NH:16]>C(O)C>[NH2:9][C:8]1[C:3]2[C:2](=[N:7][CH:6]=[CH:5][N:4]=2)[N:1]=[C:15]([CH2:14][O:13][C:12]2[CH:18]=[CH:19][CH:20]=[C:21]([Cl:22])[C:11]=2[Cl:10])[N:16]=1. Procedure details: Obtained using the procedure described in section c of Example 2, starting with 3.6 g (0.030 mole) of 3-amino-2-pyrazinecarbonitrile and 6.6 g (0.030 mole) of 2-(2,3-dichlorophenoxy)acetamidine in 100 ml of absolute ethanol. Refluxing time: 14 hours. Yld: 8.1 g (84%), m.p. 216°-218° C. (ethanol). Procedure details: A mixture of 3,5-di-tert-butyl-4-hydroxybenzaldehyde (19.0 g, 81 mmols), 1-methyl-2-thioxo-4-imidazolidinone (10.6 g, 81 mmols) and beta-alanine (4.7 g, 53 mmols) in acetic acid (150 ml) is stirred under an inert atmosphere and heated to reflux. After 5 hours the mixture is allowed to cool, and is stirred into water (1.5 L). After an hour the product is filtered off, washed three times with water, and dried. Recrystallization from acetonitrile gave the 5-[[3,5-Bis(1,1-dimethylethyl)-4-hydroxyphe... Run at time 5 hour. Run in C(C)(=O)O (acetic acid). As a reaction SMILES: [C:1]([C:5]1[CH:6]=[C:7]([CH:10]=[C:11]([C:14]([CH3:17])([CH3:16])[CH3:15])[C:12]=1[OH:13])[CH:8]=O)([CH3:4])([CH3:3])[CH3:2].[CH3:18][N:19]1[CH2:23][C:22](=[O:24])[NH:21][C:20]1=[S:25].NCCC(O)=O.O>C(O)(=O)C>[CH3:4][C:1]([C:5]1[CH:6]=[C:7]([CH:8]=[C:23]2[N:19]([CH3:18])[C:20](=[S:25])[NH:21][C:22]2=[O:24])[CH:10]=[C:11]([C:14]([CH3:17])([CH3:16])[CH3:15])[C:12]=1[OH:13])([CH3:2])[CH3:3]. Yields the product CC(C)(C)C=1C=C(C=C(C1O)C(C)(C)C)C=C1C(NC(N1C)=S)=O (5-[[3,5-Bis(1,1-dimethylethyl)-4-hydroxyphenyl]methylene]-1-methyl-2-thioxo-4-imidazolidinone). The yield is 62.4%. The reactants are O (water), C(C)(C)(C)C=1C=C(C=O)C=C(C1O)C(C)(C)C (3,5-di-tert-butyl-4-hydroxybenzaldehyde), CN1C(NC(C1)=O)=S (1-methyl-2-thioxo-4-imidazolidinone), NCCC(=O)O (beta-alanine). Reactants: C1CCCCC1, OC1CCc2ccccc21, Cl, N#N. The product is ClC1CCc2ccccc21. Reaction SMILES: [CH2:14]1[CH2:15][CH2:16][CH2:17][CH2:18][CH2:19]1.[CH:1]1([OH:10])[CH2:2][CH2:3][c:4]2[cH:5][cH:6][cH:7][cH:8][c:9]21.[ClH:13].[N:11]#[N:12]>>[CH:1]1([Cl:13])[CH2:2][CH2:3][c:4]2[cH:5][cH:6][cH:7][cH:8][c:9]21.